Dataset: the Open Reaction Database (ORD), a public repository of structured organic reaction records. Task: describe an organic reaction: reactants, conditions, products, and yield Run at time 4 hour. Reported procedure: 4-Methoxybenzaldehyde (46 μl, 0.380 mmol), the amine of Example 138 (172 mg, 0.400 mmol) and magnesium sulphate (200 mg) were stirred in dichloromethane (4 ml) at room temperature for 4 days. The mixture was filtered and the filtrate was concentrated under reduced pressure to leave a yellow oil. The oil was dissolved in methanol (4 ml) and sodium borohydride (18 mg, 0.480 mmol) was added with vigorous stirring. Once the addition was complete the reaction was stirred for 4 hours and then water (2... The solvent is ClCCl (dichloromethane), O (water), CO (methanol). Isolated yield 68.0%. RXN SMILES: [CH3:1][O:2][C:3]1[CH:10]=[CH:9][C:6]([CH:7]=O)=[CH:5][CH:4]=1.[NH2:11][CH2:12][C:13]1[N:17]([CH2:18][CH2:19][NH:20][C:21](=[O:27])[O:22][C:23]([CH3:26])([CH3:25])[CH3:24])[N:16]=[C:15]([CH2:28][CH3:29])[C:14]=1[O:30][C:31]1[CH:36]=[C:35]([Cl:37])[CH:34]=[C:33]([Cl:38])[CH:32]=1.S([O-])([O-])(=O)=O.[Mg+2].[BH4-].[Na+]>ClCCl.CO.O>[Cl:38][C:33]1[CH:32]=[C:31]([CH:36]=[C:35]([Cl:37])[CH:34]=1)[O:30][C:14]1[C:15]([CH2:28][CH3:29])=[N:16][N:17]([CH2:18][CH2:19][NH:20][C:21](=[O:27])[O:22][C:23]([CH3:25])([CH3:26])[CH3:24])[C:13]=1[CH2:12][NH:11][CH2:7][C:6]1[CH:9]=[CH:10][C:3]([O:2][CH3:1])=[CH:4][CH:5]=1 |f:2.3,4.5|. The product is ClC=1C=C(OC=2C(=NN(C2CNCC2=CC=C(C=C2)OC)CCNC(OC(C)(C)C)=O)CC)C=C(C1)Cl (tert-Butyl 2-(4-(3,5-dichlorophenoxy)-3-ethyl-5-{[(4-methoxybenzyl)amino]methyl}-1H-pyrazol-1-yl)ethylcarbamate). The reactants are [BH4-].[Na+] (sodium borohydride), COC1=CC=C(C=O)C=C1 (4-Methoxybenzaldehyde), NCC1=C(C(=NN1CCNC(OC(C)(C)C)=O)CC)OC1=CC(=CC(=C1)Cl)Cl (tert-Butyl 2-[5-(aminomethyl)-4-(3,5-dichlorophenoxy)-3-ethyl-1H-pyrazol-1-yl]ethylcarbamate), S(=O)(=O)([O-])[O-].[Mg+2] (magnesium sulphate). The reactants are NC1=C(C(=NN1C(CC)CCCCCC)C)C(=O)N (5-amino-3-methyl-1-(3-nonyl)-1H-pyrazole-4-carboxamide), C1OC=2C=C(C=CC2O1)CC(=O)OC (methyl 3,4-methylenedioxyphenylacetate), [O-]CC.[Na+] (sodium ethoxide), C(O)([O-])=O.[Na+] (sodium hydrogen carbonate). The solvent is ClCCl (dichloromethane). Product: C1OC=2C=C(CC=3NC(C4=C(N3)N(N=C4C)C(CC)CCCCCC)=O)C=CC2O1 (6-(3,4-Methylenedioxy-benzyl)-1-(3-nonyl)-3-methyl-1,5-dihydro-pyrazolo[3,4-d]pyrimidin-4-one). Yield: 52.3%. Reaction SMILES: [NH2:1][C:2]1[N:6]([CH:7]([CH2:10][CH2:11][CH2:12][CH2:13][CH2:14][CH3:15])[CH2:8][CH3:9])[N:5]=[C:4]([CH3:16])[C:3]=1[C:17]([NH2:19])=[O:18].[CH2:20]1[O:28][C:27]2[CH:26]=[CH:25][C:24]([CH2:29][C:30](OC)=O)=[CH:23][C:22]=2[O:21]1.[O-]CC.[Na+].C(=O)([O-])O.[Na+]>ClCCl>[CH2:20]1[O:28][C:27]2[CH:26]=[CH:25][C:24]([CH2:29][C:30]3[NH:19][C:17](=[O:18])[C:3]4[C:4]([CH3:16])=[N:5][N:6]([CH:7]([CH2:10][CH2:11][CH2:12][CH2:13][CH2:14][CH3:15])[CH2:8][CH3:9])[C:2]=4[N:1]=3)=[CH:23][C:22]=2[O:21]1 |f:2.3,4.5|. Procedure details: 15 mg (0.055 mmol) of 5-amino-3-methyl-1-(3-nonyl)-1H-pyrazole-4-carboxamide and 53 mg (0.274 mmol) of methyl 3,4-methylenedioxyphenylacetate are refluxed for 6 hours in 0.5 ml of a 0.5M ethanolic sodium ethoxide solution. After dichloromethane and saturated aqueous sodium hydrogen carbonate solution have been added, the phases are separated. Purification by chromatography gives 11.8 mg (52%) of a solid, Rf=0.65 (dichloromethane/methanol=15:1). Reactants: C1CCOC1, C[Si](C)(C)[N-][Si](C)(C)C, Cc1nc(N)nc(-c2cc(Cl)cnc2F)n1, Cc1ncc(N)cc1NS(C)(=O)=O, [Na+], CN(C)C=O. The product is Cc1nc(N)nc(-c2cc(Cl)cnc2Nc2cnc(C)c(NS(C)(=O)=O)c2)n1. As a reaction SMILES: [CH2:40]1[O:41][CH2:42][CH2:43][CH2:44]1.[CH3:30][Si:31]([N-:32][Si:33]([CH3:34])([CH3:35])[CH3:36])([CH3:37])[CH3:38].[Cl:1][c:2]1[cH:3][c:4](-[c:9]2[n:10][c:11]([NH2:16])[n:12][c:13]([CH3:15])[n:14]2)[c:5]([F:8])[n:6][cH:7]1.[NH2:17][c:18]1[cH:19][c:20]([NH:25][S:26](=[O:27])(=[O:28])[CH3:29])[c:21]([CH3:24])[n:22][cH:23]1.[Na+:39].[O:45]=[CH:46][N:47]([CH3:48])[CH3:49]>>[Cl:1][c:2]1[cH:3][c:4](-[c:9]2[n:10][c:11]([NH2:16])[n:12][c:13]([CH3:15])[n:14]2)[c:5]([NH:17][c:18]2[cH:19][c:20]([NH:25][S:26](=[O:27])(=[O:28])[CH3:29])[c:21]([CH3:24])[n:22][cH:23]2)[n:6][cH:7]1. Reactants: BrC1=CC(=CC(=C1)[N+](=O)[O-])[N+](=O)[O-] (1-bromo-3,5-dinitrobenzene), CC(C)C1=CC(=C(C(=C1)C(C)C)C2=C(C=CC=C2)P(C3CCCCC3)C4CCCCC4)C(C)C (XPhos), C([O-])([O-])=O.[K+].[K+] (potassium carbonate), N1CCOCC1 (morpholine). Reagents/catalysts: C(C)(=O)[O-].[Pd+2].C(C)(=O)[O-] (palladium (II) acetate). Run in C(C)(C)(C)O (tert-butanol). Run at temperature 95 celsius, time 3 hour. The product is [N+](=O)([O-])C=1C=C(C=C(C1)[N+](=O)[O-])N1CCOCC1 (4-(3,5-dinitrophenyl)morpholine). As a reaction SMILES: Br[C:2]1[CH:7]=[C:6]([N+:8]([O-:10])=[O:9])[CH:5]=[C:4]([N+:11]([O-:13])=[O:12])[CH:3]=1.CC(C1C=C(C(C)C)C(C2C=CC=CC=2P(C2CCCCC2)C2CCCCC2)=C(C(C)C)C=1)C.C(=O)([O-])[O-].[K+].[K+].[NH:54]1[CH2:59][CH2:58][O:57][CH2:56][CH2:55]1>C([O-])(=O)C.[Pd+2].C([O-])(=O)C.C(O)(C)(C)C>[N+:11]([C:4]1[CH:3]=[C:2]([N:54]2[CH2:59][CH2:58][O:57][CH2:56][CH2:55]2)[CH:7]=[C:6]([N+:8]([O-:10])=[O:9])[CH:5]=1)([O-:13])=[O:12] |f:2.3.4,6.7.8|. Reported procedure: A mixture of 1-bromo-3,5-dinitrobenzene (2.84 g, 11.50 mmol), XPhos (0.493 g, 1.035 mmol), palladium (II) acetate (0.077 g, 0.345 mmol), potassium carbonate (2.225 g, 16.10 mmol), tert-butanol (23.0 mL), and morpholine (1.20 mL, 13.80 mmol) was stirred at 95° C. under nitrogen for 3 h. Upon completion, the reaction was partitioned between EtOAc and water. The organic layer was dried over magnesium sulfate and concd, and the crude material was purified by column chromatography (silica; 0-25% EtOA... The reactants are CC(=O)CCCCBr, CCCn1cnc2c1c(=O)[nH]c(=O)n2C, CO, [Na+], [OH-], O. The product is CCCn1cnc2c1c(=O)n(CCCCC(C)=O)c(=O)n2C. RXN SMILES: [Br:18][CH2:19][CH2:20][CH2:21][CH2:22][C:23]([CH3:24])=[O:25].[CH3:1][n:2]1[c:3](=[O:15])[nH:4][c:5](=[O:14])[c:6]2[n:7]([CH2:11][CH2:12][CH3:13])[cH:8][n:9][c:10]12.[CH3:26][OH:27].[Na+:17].[OH-:16].[OH2:28]>>[CH3:1][n:2]1[c:3](=[O:15])[n:4]([CH2:19][CH2:20][CH2:21][CH2:22][C:23]([CH3:24])=[O:25])[c:5](=[O:14])[c:6]2[n:7]([CH2:11][CH2:12][CH3:13])[cH:8][n:9][c:10]12. The reactants are O (Water), C(C)(C)(C)OC(=O)N1CCC(CC1)O (4-hydroxypiperidine-1-carboxylic acid tert-butyl ester), FC1=CC=C(C=C1)C(F)(F)F (4-fluorobenzotrifluoride), CC(C)([O-])C.[K+] (Potassium tert butoxide). Run in CN(C=O)C (N,N-dimethylformamide). Reaction conditions: time 8 hour. Yields the product C(C)(C)(C)OC(=O)N1CCC(CC1)OC1=CC=C(C=C1)C(F)(F)F (4-(4-Trifluoromethylphenoxy)piperidine-1-carboxylic Acid Tert-butyl Ester). Yield: 98.1%. As a reaction SMILES: [C:1]([O:5][C:6]([N:8]1[CH2:13][CH2:12][CH:11]([OH:14])[CH2:10][CH2:9]1)=[O:7])([CH3:4])([CH3:3])[CH3:2].CC(C)([O-])C.[K+].F[C:22]1[CH:27]=[CH:26][C:25]([C:28]([F:31])([F:30])[F:29])=[CH:24][CH:23]=1.O>CN(C)C=O>[C:1]([O:5][C:6]([N:8]1[CH2:13][CH2:12][CH:11]([O:14][C:22]2[CH:27]=[CH:26][C:25]([C:28]([F:31])([F:30])[F:29])=[CH:24][CH:23]=2)[CH2:10][CH2:9]1)=[O:7])([CH3:4])([CH3:2])[CH3:3] |f:1.2|. Procedure: A stirred solution of 4-hydroxypiperidine-1-carboxylic acid tert-butyl ester (134.8 g) in N,N-dimethylformamide (850 m) was cooled in an ice bath under a nitrogen atmosphere. Potassium tert butoxide (75.2 g) was added in portions such that the temperature did not exceed 22° C. and the resulting mixture was maintained at 0° C. for a further 1.5 hours when 4-fluorobenzotrifluoride (100 g) was added dropwise over 15 minutes. The reaction mixture was allowed to warm to room temperature and stirred o...